Dataset: the Open Reaction Database (ORD), a public repository of structured organic reaction records. Task: describe an organic reaction: reactants, conditions, products, and yield Procedure details: (R)-tert-Butyl 4-(3-(tert-butylcarbamoyl)benzyl)-3-methylpiperazine-1-carboxylate (8.03 g, 20.61 mmol) was stirred in a mixture of dichloromethane:trifluoroacetic acid (1:1) for 2 hours. The reaction mixture was concentrated under vacuum and purified by strong cation exchange column chromatography to afford the title compound (3.06 g). Solvent: ClCCl.FC(C(=O)O)(F)F (dichloromethane trifluoroacetic acid). The yield is 51.3%. Reaction SMILES: [C:1]([NH:5][C:6]([C:8]1[CH:9]=[C:10]([CH:26]=[CH:27][CH:28]=1)[CH2:11][N:12]1[CH2:17][CH2:16][N:15](C(OC(C)(C)C)=O)[CH2:14][C@H:13]1[CH3:25])=[O:7])([CH3:4])([CH3:3])[CH3:2]>ClCCl.FC(F)(F)C(O)=O>[C:1]([NH:5][C:6](=[O:7])[C:8]1[CH:28]=[CH:27][CH:26]=[C:10]([CH2:11][N:12]2[CH2:17][CH2:16][NH:15][CH2:14][C@H:13]2[CH3:25])[CH:9]=1)([CH3:4])([CH3:2])[CH3:3] |f:1.2|. Reactants: C(C)(C)(C)NC(=O)C=1C=C(CN2[C@@H](CN(CC2)C(=O)OC(C)(C)C)C)C=CC1 ((R)-tert-Butyl 4-(3-(tert-butylcarbamoyl)benzyl)-3-methylpiperazine-1-carboxylate). Product: C(C)(C)(C)NC(C1=CC(=CC=C1)CN1[C@@H](CNCC1)C)=O ((R)—N-tert-Butyl-3-((2-methylpiperazin-1-yl)methyl)benzamide). Starting materials: solid, Cl.O1COC2=C1C=CC=C2C2CCN(CC2)CC[C@@H]2CC[C@H](CC2)N (Trans-4-[2-(4-Benzo[1,3]dioxol-4-yl-piperidin-1-yl)-ethyl]-cyclohexylamine hydrochloride), Cl.O1COC2=C1C=CC=C2C2CCN(CC2)CC[C@@H]2CC[C@H](CC2)N (Trans-4-[2-(4-Benzo[1,3]dioxol-4-yl-piperidin-1-yl)-ethyl]-cyclohexylamine hydrochloride), C(CC)(=O)O (propionic acid). The product is O1COC2=C1C=CC=C2C2CCN(CC2)CC[C@@H]2CC[C@H](CC2)NC(CC)=O (Trans-N-{4-[2-(4-Benzo[1,3]dioxol-4-yl-piperidin-1-yl)-ethyl]-cyclohexyl}-propionamide). Reaction SMILES: Cl.[O:2]1[C:6]2[CH:7]=[CH:8][CH:9]=[C:10]([CH:11]3[CH2:16][CH2:15][N:14]([CH2:17][CH2:18][C@H:19]4[CH2:24][CH2:23][C@H:22]([NH2:25])[CH2:21][CH2:20]4)[CH2:13][CH2:12]3)[C:5]=2[O:4][CH2:3]1.[C:26](O)(=[O:29])[CH2:27][CH3:28]>>[O:2]1[C:6]2[CH:7]=[CH:8][CH:9]=[C:10]([CH:11]3[CH2:16][CH2:15][N:14]([CH2:17][CH2:18][C@H:19]4[CH2:20][CH2:21][C@H:22]([NH:25][C:26](=[O:29])[CH2:27][CH3:28])[CH2:23][CH2:24]4)[CH2:13][CH2:12]3)[C:5]=2[O:4][CH2:3]1 |f:0.1|. Procedure details: The title compound, white solid (17.9 mg, 57.9%), MS (ISP) m/z=387.4 [(M+H)+], was prepared in accordance with the general method of example 1 from Trans-4-[2-(4-Benzo[1,3]dioxol-4-yl-piperidin-1-yl)-ethyl]-cyclohexylamine hydrochloride (intermediate A) (29.4 mg, 0.080 mmol) and propionic acid. Reactants: OC=1C=C2C=CC(=NC2=CC1)C (6-hydroxy-2-methylquinoline), C(C)(C)(C)[C@H]1CC[C@H](CC1)O (cis-4-tert-butylcyclohexanol). Product: C(C)(C)(C)[C@@H]1CC[C@H](CC1)OC=1C=C2C=CC(=NC2=CC1)C (6-((trans)-4-tert-butylcyclohexyloxy)-2-methylquinoline). Reaction SMILES: [OH:1][C:2]1[CH:3]=[C:4]2[C:9](=[CH:10][CH:11]=1)[N:8]=[C:7]([CH3:12])[CH:6]=[CH:5]2.[C:13]([C@@H:17]1[CH2:22][CH2:21][C@H:20](O)[CH2:19][CH2:18]1)([CH3:16])([CH3:15])[CH3:14]>>[C:13]([C@H:17]1[CH2:22][CH2:21][C@H:20]([O:1][C:2]2[CH:3]=[C:4]3[C:9](=[CH:10][CH:11]=2)[N:8]=[C:7]([CH3:12])[CH:6]=[CH:5]3)[CH2:19][CH2:18]1)([CH3:16])([CH3:15])[CH3:14]. Procedure details: 6-hydroxy-2-methylquinoline was treated with cis-4-tert-butylcyclohexanol under Mitsunobu conditions, affording 6-((trans)-4-tert-butylcyclohexyloxy)-2-methylquinoline, which in turn was oxidized with tert-butyl hydrogen peroxide and selenium dioxide in dioxane, providing 6-((trans)-4-tert-butylcyclohexyloxy)-2-formylquinoline. This aldehyde was then treated with t-butyl 3-aminopropionate and sodium cyanoborohydride in dichloroethane to afford t-butyl 3-(((6-(trans)-4-tert-butylcyclohexyloxy)-qu...